This data is from the Open Reaction Database (ORD), a public repository of structured organic reaction records. The task is: describe an organic reaction: reactants, conditions, products, and yield Reactants: COC=1C=CC2=C(SC=C2OC2=CC=C(C=C2)/C=C/C(=O)OC)C1 ((E)-methyl 3-(4-((6-methoxybenzo[b]thiophen-3-yl)oxy)phenyl)acrylate), BrN1C(CCC1=O)=O (N-bromosuccinimide). Solvent: C1CCOC1 (THF). Run at time 2 hour. The product is BrC1=C(C2=C(S1)C=C(C=C2)OC)OC2=CC=C(C=C2)/C=C/C(=O)OC ((E)-methyl 3-(4-((2-bromo-6-methoxybenzo[b]thiophen-3-yl)oxy)phenyl)acrylate). The yield is 92.7%. Reaction SMILES: [CH3:1][O:2][C:3]1[CH:4]=[CH:5][C:6]2[C:10]([O:11][C:12]3[CH:17]=[CH:16][C:15](/[CH:18]=[CH:19]/[C:20]([O:22][CH3:23])=[O:21])=[CH:14][CH:13]=3)=[CH:9][S:8][C:7]=2[CH:24]=1.[Br:25]N1C(=O)CCC1=O>C1COCC1>[Br:25][C:9]1[S:8][C:7]2[CH:24]=[C:3]([O:2][CH3:1])[CH:4]=[CH:5][C:6]=2[C:10]=1[O:11][C:12]1[CH:17]=[CH:16][C:15](/[CH:18]=[CH:19]/[C:20]([O:22][CH3:23])=[O:21])=[CH:14][CH:13]=1. Procedure: To a solution (E)-methyl 3-(4-((6-methoxybenzo[b]thiophen-3-yl)oxy)phenyl)acrylate (2.1 g, 6.17 mmol) in THF 201 mL) at room temperature was added N-bromosuccinimide (1.208 g, 6.79 mmol). The resulting solution was stirred vigorously at room temperature for 2 h after which time the reaction was quenched by addition of sat. aq. Sodium Thiosulfate solution and extracted with EtOAc (3×). The combined organic layers were dried over anhydrous MgSO4, filtered and concentrated in vacuo. The resulting c... Reactants: COC1=CC=C(C=C1)C1=CC=CC=2N1N=C(N2)N (5-(4-methoxy-phenyl)-[1,2,4]triazolo[1,5-a]pyridin-2-ylamine), BrC=1C=C(OCCN2C=NC=C2)C=CC1 (1-[2-(3-bromo-phenoxy)-ethyl]-1H-imidazole), CC1(C2=C(C(=CC=C2)P(C3=CC=CC=C3)C4=CC=CC=C4)OC5=C(C=CC=C51)P(C6=CC=CC=C6)C7=CC=CC=C7)C (xantphos), CC(C)([O-])C.[Na+] (sodium tertbutoxide). Reagents/catalysts: C=1C=CC(=CC1)/C=C/C(=O)/C=C/C2=CC=CC=C2.C=1C=CC(=CC1)/C=C/C(=O)/C=C/C2=CC=CC=C2.[Pd] (bis(dibenzylideneacetone)palladium), CC(=O)N(C)C (dimethylacetamide). Solvent: O1CCOCC1 (1,4-Dioxane). Reaction conditions: temperature 150 celsius. Product: N1(C=NC=C1)CCOC=1C=C(C=CC1)NC1=NN2C(C=CC=C2C2=CC=C(C=C2)OC)=N1 ([3-(2-Imidazol-1-yl-ethoxy)-phenyl]-[5-(4-methoxy-phenyl)-[1,2,4]triazolo[1,5-a]pyridin-2-yl]-amine). RXN SMILES: [CH3:1][O:2][C:3]1[CH:8]=[CH:7][C:6]([C:9]2[N:14]3[N:15]=[C:16]([NH2:18])[N:17]=[C:13]3[CH:12]=[CH:11][CH:10]=2)=[CH:5][CH:4]=1.Br[C:20]1[CH:21]=[C:22]([CH:31]=[CH:32][CH:33]=1)[O:23][CH2:24][CH2:25][N:26]1[CH:30]=[CH:29][N:28]=[CH:27]1.CC1(C)C2C(=C(P(C3C=CC=CC=3)C3C=CC=CC=3)C=CC=2)OC2C(P(C3C=CC=CC=3)C3C=CC=CC=3)=CC=CC1=2.CC(C)([O-])C.[Na+]>CC(N(C)C)=O.C1C=CC(/C=C/C(/C=C/C2C=CC=CC=2)=O)=CC=1.C1C=CC(/C=C/C(/C=C/C2C=CC=CC=2)=O)=CC=1.[Pd].O1CCOCC1>[N:26]1([CH2:25][CH2:24][O:23][C:22]2[CH:21]=[C:20]([NH:18][C:16]3[N:17]=[C:13]4[CH:12]=[CH:11][CH:10]=[C:9]([C:6]5[CH:7]=[CH:8][C:3]([O:2][CH3:1])=[CH:4][CH:5]=5)[N:14]4[N:15]=3)[CH:33]=[CH:32][CH:31]=2)[CH:30]=[CH:29][N:28]=[CH:27]1 |f:3.4,6.7.8|. Procedure details: In a microwave vial, 5-(4-methoxy-phenyl)-[1,2,4]triazolo[1,5-a]pyridin-2-ylamine (0.05 g, 0.208 mmol), 1-[2-(3-bromo-phenoxy)-ethyl]-1H-imidazole (0.073 g, 0.27 mmol), bis(dibenzylideneacetone)palladium (0.01 g, 0.01 mmol), xantphos (0.012 g, 0.02 mmol) and sodium tertbutoxide (0.04 g, 0.416 mmol) were added successively. 1,4-Dioxane (1.2 mL) and dimethylacetamide (4 drops) were added and the vial was sealed and heated in the microwave (150° C., 10 min). The mixture was filtered and purified by...